From a dataset of the Open Reaction Database (ORD), a public repository of structured organic reaction records. describe an organic reaction: reactants, conditions, products, and yield The reactants are C(C)(CC)S(=O)(=O)C1=NNC=N1 (3-sec.butylsulphonyl-1,2,4-triazole), C(C=C)N(C(=O)Cl)CC=C (diallylcarbamoyl chloride), O1CCCC1 (tetrahydrofuran). The solvent is C(C)N(CC)CC (triethylamine). Conditions: temperature 95 celsius. Yields the product C(C=C)N(C(=O)N1N=C(N=C1)S(=O)(=O)C(C)CC)CC=C (1-diallylcarbamoyl-3-sec.butylsulphonyl-1,2,4-triazole). RXN SMILES: [CH:1]([S:5]([C:8]1[N:12]=[CH:11][NH:10][N:9]=1)(=[O:7])=[O:6])([CH2:3][CH3:4])[CH3:2].[CH2:13]([N:16]([CH2:20][CH:21]=[CH2:22])[C:17](Cl)=[O:18])[CH:14]=[CH2:15].O1CCCC1>C(N(CC)CC)C>[CH2:13]([N:16]([CH2:20][CH:21]=[CH2:22])[C:17]([N:10]1[CH:11]=[N:12][C:8]([S:5]([CH:1]([CH2:3][CH3:4])[CH3:2])(=[O:6])=[O:7])=[N:9]1)=[O:18])[CH:14]=[CH2:15]. Procedure: A mixture of 9.5 g. 3-sec.butylsulphonyl-1,2,4-triazole, 7.97 g. diallylcarbamoyl chloride, 50 ml. dry tetrahydrofuran and 7.5 ml. dry triethylamine was refluxed under anhydrous conditions for 5 hours. The reaction mixture was worked up by a method analogous to that described in Example 1 to give an oil which was not distilled but was heated under reduced pressure (95° C./0.1 mm.) for 4 hours to remove traces of volatile material. The resulting product, 1-diallylcarbamoyl-3-sec.butylsulphonyl-1,... Starting materials: CC(=O)OC(C)=O, CC(C)(C)CCC(=O)c1ccccc1Cl, [Na+], [OH-], O. Yields the product CC(C)(C)CC1Cc2cccc(Cl)c2C1=O. As a reaction SMILES: [CH3:16][C:17]([O:18][C:19](=[O:20])[CH3:21])=[O:22].[Cl:1][c:2]1[c:3]([C:8]([CH2:9][CH2:10][C:11]([CH3:12])([CH3:13])[CH3:14])=[O:15])[cH:4][cH:5][cH:6][cH:7]1.[Na+:24].[OH-:23].[OH2:25]>>[Cl:1][c:2]1[c:3]2[c:4]([cH:5][cH:6][cH:7]1)[CH2:16][CH:9]([CH2:10][C:11]([CH3:12])([CH3:13])[CH3:14])[C:8]2=[O:15].